Dataset: the Open Reaction Database (ORD), a public repository of structured organic reaction records. Task: describe an organic reaction: reactants, conditions, products, and yield Reactants: COC(=O)COc1ccc(CC(C)N2CC(=O)OC(c3csc(C(F)(F)F)n3)C2)cc1, CO, Cl, [Na+], [OH-]. The product is COC(=O)COc1ccc(CC(C)N(CC(=O)O)CC(O)c2csc(C(F)(F)F)n2)cc1. Reaction SMILES: [C:1](=[O:2])([O:3][CH3:4])[CH2:5][O:6][c:7]1[cH:8][cH:9][c:10]([CH2:13][CH:14]([CH3:15])[N:16]2[CH2:17][CH:18]([c:23]3[n:24][c:25]([C:28]([F:29])([F:30])[F:31])[s:26][cH:27]3)[O:19][C:20](=[O:22])[CH2:21]2)[cH:11][cH:12]1.[CH3:35][OH:36].[ClH:34].[Na+:33].[OH-:32]>>[C:1](=[O:2])([O:3][CH3:4])[CH2:5][O:6][c:7]1[cH:8][cH:9][c:10]([CH2:13][CH:14]([CH3:15])[N:16]([CH2:17][CH:18]([c:23]2[n:24][c:25]([C:28]([F:29])([F:30])[F:31])[s:26][cH:27]2)[OH:32])[CH2:21][C:20]([OH:19])=[O:22])[cH:11][cH:12]1. Reactants: CN(C)c1ccc(-c2nc(Cl)c(C=O)n2Cc2ccccc2)cc1, CC(=O)OC(C)=O, Cl, NO, c1ccncc1. The product is CN(C)c1ccc(-c2nc(Cl)c(C#N)n2Cc2ccccc2)cc1. RXN SMILES: [CH2:1]([c:2]1[cH:3][cH:4][cH:5][cH:6][cH:7]1)[n:8]1[c:9](-[c:16]2[cH:17][cH:18][c:19]([N:22]([CH3:23])[CH3:24])[cH:20][cH:21]2)[n:10][c:11]([Cl:15])[c:12]1[CH:13]=[O:14].[CH3:28][C:29]([O:30][C:31](=[O:32])[CH3:33])=[O:34].[ClH:25].[NH2:26][OH:27].[cH:35]1[cH:36][cH:37][n:38][cH:39][cH:40]1>>[CH2:1]([c:2]1[cH:3][cH:4][cH:5][cH:6][cH:7]1)[n:8]1[c:9](-[c:16]2[cH:17][cH:18][c:19]([N:22]([CH3:23])[CH3:24])[cH:20][cH:21]2)[n:10][c:11]([Cl:15])[c:12]1[C:13]#[N:26]. Reactants: S([O-])(O)=O.[Na+] (sodium bisulfite), N1C(=CC2=CC=CC=C12)S(=O)(=O)[O-].[Na+] (sodium indole-2-sulfonate), C(C)(=O)OC(C)=O (acetic anhydride). Reaction conditions: temperature 70 celsius, time 1 hour. Product: C(C)(=O)N1C(=CC2=CC=CC=C12)S(=O)(=O)[O-].[Na+] (sodium 1-acetylindole-2-sulfonate). The yield is 93.0%. As a reaction SMILES: S(=O)(O)[O-].[Na+:5].[NH:6]1[C:14]2[C:9](=[CH:10][CH:11]=[CH:12][CH:13]=2)[CH:8]=[C:7]1[S:15]([O-:18])(=[O:17])=[O:16].[Na+].[C:20](OC(=O)C)(=[O:22])[CH3:21]>>[C:20]([N:6]1[C:14]2[C:9](=[CH:10][CH:11]=[CH:12][CH:13]=2)[CH:8]=[C:7]1[S:15]([O-:18])(=[O:16])=[O:17])(=[O:22])[CH3:21].[Na+:5] |f:0.1,2.3,5.6|. Reported procedure: To a round-bottom-flask containing 60 mL acetic anhydride was added 5 g sodium bisulfite and 5 g sodium indole-2-sulfonate. The mixture was heated and stirred at 70° C. for 1 hr and then at 90° C. for 2 hrs. Upon cooling, the solid was filtered, washed with ether, and dried to yield 5.7 g of sodium 1-acetylindole-2-sulfonate product (93%) as a white solid. The sodium 1-acetylindole-2-sulfonate product was used in the next step without further purification. MP>320° C.; IR (KBr, cm−1) 3480, 3010, ... The reactants are Cc1cc2c(cc1C)C1(CO2)C(=O)N(C(c2ccccc2)c2ccccc2)c2ccccc21, COc1cc2c(cc1C)C1(CO2)C(=O)N(C(c2ccccc2)c2ccccc2)c2ccccc21. Yields the product Cc1cc2c(cc1C)C1(CO2)C(=O)Nc2ccccc21. As a reaction SMILES: [c:1]1([CH:2]([c:3]2[cH:4][cH:5][cH:6][cH:7][cH:28]2)[N:8]2[C:9](=[O:27])[C:10]3([CH2:11][O:12][c:13]4[c:14]3[cH:15][c:16]([CH3:20])[c:17]([CH3:19])[cH:18]4)[c:21]3[cH:22][cH:23][cH:24][cH:25][c:26]32)[cH:29][cH:30][cH:31][cH:32][cH:33]1.[c:34]1([CH:35]([c:36]2[cH:37][cH:38][cH:39][cH:40][cH:41]2)[N:42]2[c:43]3[c:44]([cH:45][cH:46][cH:47][cH:48]3)[C:49]3([c:50]4[cH:51][c:52]([CH3:53])[c:54]([O:55][CH3:56])[cH:57][c:58]4[O:59][CH2:60]3)[C:61]2=[O:62])[cH:63][cH:64][cH:65][cH:66][cH:67]1>>[NH:8]1[C:9](=[O:27])[C:10]2([CH2:11][O:12][c:13]3[c:14]2[cH:15][c:16]([CH3:20])[c:17]([CH3:19])[cH:18]3)[c:21]2[cH:22][cH:23][cH:24][cH:25][c:26]21. Reactants: NC(C)CCCC(C)(C)C1=CC(=C(C=C1)N)Cl (2-amino-6-(4-amino-3-chlorophenyl)-6-methylheptane), Cl (hydrochloric acid). Reagents/catalysts: Nishimura catalyst. Run at time 48 hour. The product is NC(C)CCCC(C)(C)[C@@H]1CC[C@H](CC1)N (trans 2-amino-6-(4-aminocyclohexyl)-6-methylheptane). Reaction SMILES: [NH2:1][CH:2]([CH2:4][CH2:5][CH2:6][C:7]([C:10]1[CH:15]=[CH:14][C:13]([NH2:16])=[C:12](Cl)[CH:11]=1)([CH3:9])[CH3:8])[CH3:3].Cl>>[NH2:1][CH:2]([CH2:4][CH2:5][CH2:6][C:7]([C@H:10]1[CH2:15][CH2:14][C@H:13]([NH2:16])[CH2:12][CH2:11]1)([CH3:9])[CH3:8])[CH3:3]. Reported procedure: 5.1 Parts of 2-amino-6-(4-amino-3-chlorophenyl)-6-methylheptane were hydrogenated and worked up to the procedure of Example 1 using 60 parts of 1N aqueous hydrochloric acid and 1.0 parts of Nishimura catalyst. The hydrogenation, which ceased after 48 hours and which represented a 126% theory uptake, gave on distillation 4.0 parts of cis and trans 2-amino-6-(4-aminocyclohexyl)-6-methylheptane b16 160°-5°. Spectroscopic analysis showed that the ratio of cis and trans isomers was 3 to 1 parts respe... The reactants are C(C)(C)(C)NC(C)C (tert-butylisopropylamine), S(=O)(=O)(OCC)OCC (diethyl sulfate), [OH-].[K+] (potassium hydroxide). The product is C(C)(C)(C)N(CC)C(C)C (tert-Butylisopropylethylamine). RXN SMILES: [C:1]([NH:5][CH:6]([CH3:8])[CH3:7])([CH3:4])([CH3:3])[CH3:2].S(OCC)(O[CH2:13][CH3:14])(=O)=O.[OH-].[K+]>>[C:1]([N:5]([CH:6]([CH3:8])[CH3:7])[CH2:13][CH3:14])([CH3:4])([CH3:3])[CH3:2] |f:2.3|. Procedure: A mixture of tert-butylisopropylamine (11.5 g, 0.1 mol) and diethyl sulfate (15.42 g, 0.1 mol) was refluxed for 2 h. Aqueous 8 M potassium hydroxide (20 ml, 0.16 mol) was added and the organic layer was separated. The aqueous layer was extracted with n-pentane (20 ml). The organic solutions were combined, dried over magnesium sulfate, and the product was isolated by distillation: 7.16 g, (50%), bp 140-142° C.; 1H NMR (CDCl3) δ0.99 (m, J=6.2 Hz, 9H, CH3), 1.10 (s, 9H, CH3), 2.55 (q, J=6.2 Hz, 2H,...